From a dataset of the Open Reaction Database (ORD), a public repository of structured organic reaction records. describe an organic reaction: reactants, conditions, products, and yield Starting materials: C(C)OC(=O)[C@H]1C[C@@H](SC1)CS (trans-4-ethoxycarbonyl-2-mercaptomethyltetrahydrothiophene), C(C1=CC=CC=C1)Br (Benzyl bromide), C1=CC=CC=C1 (Benzene), [O-]CC.[Na+] (sodium ethoxide). The solvent is C(C)O (ethanol), C(C)O (ethanol). Reaction conditions: time 30 minute. Yields the product C(C1=CC=CC=C1)SC[C@@H]1SC[C@H](C1)C(=O)OCC (trans-2-benzylthiomethyl-4-ethoxycarbonyltetrahydrothiophene). As a reaction SMILES: [CH2:1]([O:3][C:4]([C@@H:6]1[CH2:10][S:9][C@@H:8]([CH2:11][SH:12])[CH2:7]1)=[O:5])[CH3:2].[O-]CC.[Na+].[CH2:17](Br)[C:18]1[CH:23]=[CH:22][CH:21]=[CH:20][CH:19]=1.C1C=CC=CC=1>C(O)C>[CH2:17]([S:12][CH2:11][C@H:8]1[CH2:7][C@H:6]([C:4]([O:3][CH2:1][CH3:2])=[O:5])[CH2:10][S:9]1)[C:18]1[CH:23]=[CH:22][CH:21]=[CH:20][CH:19]=1 |f:1.2|. Procedure: To a stirred solution of trans-4-ethoxycarbonyl-2-mercaptomethyltetrahydrothiophene (compound No. 15-1, 0.3 g) in ethanol (2 ml), sodium ethoxide (0.11 g) is added under nitrogen atmosphere and ice-cooling and the mixture is stirred for 30 minutes. Benzyl bromide (0.28 g) dissolved in ethanol (1 ml) was added to the mixture and the mixture is stirred for 30 minutes under ice-cooling and 1 hour at room temperature. Benzene is added to the reaction mixture. The organic layer is washed with water a... Starting materials: COC(C=CC1=CC=C(C=C1)C1=C(CCCC2=C1C=CC=C2)Br)=O (3-[4-(6-Bromo-8,9-dihydro-7H-benzocyclohepten-5-yl)-phenyl]-acrylic acid methyl ester), C1(=CC=CC=C1)B(O)O (benzene boronic acid), C([O-])([O-])=O.[Na+].[Na+] (sodium carbonate). The reagents and catalysts are C=1C=CC(=CC1)[P](C=2C=CC=CC2)(C=3C=CC=CC3)[Pd]([P](C=4C=CC=CC4)(C=5C=CC=CC5)C=6C=CC=CC6)([P](C=7C=CC=CC7)(C=8C=CC=CC8)C=9C=CC=CC9)[P](C=1C=CC=CC1)(C=1C=CC=CC1)C=1C=CC=CC1 (tetrakis(triphenylphosphine)palladium(0)). Run in COCCOC (DME). Product: COC(C=CC1=CC=C(C=C1)C1=C(CCCC2=C1C=CC=C2)C2=CC=CC=C2)=O (3-[4-(6-Phenyl-8,9-dihydro-7H-benzocyclohepten-5-yl)-phenyl]-acrylic acid methyl ester). The yield is 62.3%. As a reaction SMILES: [CH3:1][O:2][C:3](=[O:24])[CH:4]=[CH:5][C:6]1[CH:11]=[CH:10][C:9]([C:12]2[C:18]3[CH:19]=[CH:20][CH:21]=[CH:22][C:17]=3[CH2:16][CH2:15][CH2:14][C:13]=2Br)=[CH:8][CH:7]=1.[C:25]1(B(O)O)[CH:30]=[CH:29][CH:28]=[CH:27][CH:26]=1.C(=O)([O-])[O-].[Na+].[Na+]>COCCOC.C1C=CC([P]([Pd]([P](C2C=CC=CC=2)(C2C=CC=CC=2)C2C=CC=CC=2)([P](C2C=CC=CC=2)(C2C=CC=CC=2)C2C=CC=CC=2)[P](C2C=CC=CC=2)(C2C=CC=CC=2)C2C=CC=CC=2)(C2C=CC=CC=2)C2C=CC=CC=2)=CC=1>[CH3:1][O:2][C:3](=[O:24])[CH:4]=[CH:5][C:6]1[CH:11]=[CH:10][C:9]([C:12]2[C:18]3[CH:19]=[CH:20][CH:21]=[CH:22][C:17]=3[CH2:16][CH2:15][CH2:14][C:13]=2[C:25]2[CH:30]=[CH:29][CH:28]=[CH:27][CH:26]=2)=[CH:8][CH:7]=1 |f:2.3.4,^1:49,51,70,89|. Procedure: To a solution of the bromide (2c) (6.85 g, 17.9 mmol) in DME (125 mL) was added benzene boronic acid (3.25 g, 26.8 mmol), tetrakis(triphenylphosphine)palladium(0) (2.1 g, 1.8 mmol), and 2N aqueous sodium carbonate(13.5 mL). After refluxing overnight the solvent was removed under reduced pressure and the residue was chromatographed (silica gel, 7.5 EtOAc/hexanes to 100% EtOAc) followed by recrystalization from EtOAc to give (2d) as a white solid (4.24 g, 62%): 1H NMR (CDCl3) δ 7.58 (d, J=16.1 Hz,... Starting materials: C(#N)C1=CC=C(C=C1)C1=CC=C(C=C1)NC(CCC(=O)OC)=O (4-cyano-4'-[(3-methoxycarbonylpropionyl)amino]biphenyl), CI (methyl iodide). Yields the product C(#N)C1=CC=C(C=C1)C1=CC=C(C=C1)N(C)C(CCC(=O)OC)=O (4-cyano-4'-[N-(3-methoxycarbonylpropionyl)-N-methylamino]biphenyl). RXN SMILES: [C:1]([C:3]1[CH:8]=[CH:7][C:6]([C:9]2[CH:14]=[CH:13][C:12]([NH:15][C:16](=[O:23])[CH2:17][CH2:18][C:19]([O:21][CH3:22])=[O:20])=[CH:11][CH:10]=2)=[CH:5][CH:4]=1)#[N:2].[CH3:24]I>>[C:1]([C:3]1[CH:4]=[CH:5][C:6]([C:9]2[CH:14]=[CH:13][C:12]([N:15]([C:16](=[O:23])[CH2:17][CH2:18][C:19]([O:21][CH3:22])=[O:20])[CH3:24])=[CH:11][CH:10]=2)=[CH:7][CH:8]=1)#[N:2]. Procedure: (prepared from 4-cyano-4'-[(3-methoxycarbonylpropionyl)amino]biphenyl by methylation with methyl iodide) Reactants: NC1=NC=NN2C1=C(C=C2Br)C(=O)C=2C=C(C=CC2)NC(=O)NC2=CC(=NN2C)C2CC2 (1-{3-[(4-amino-7-bromopyrrolo[2,1-f][1,2,4]triazin-5-yl)carbonyl]phenyl}-3-(3-cyclopropyl-1-methyl-1H-pyrazol-5-yl)urea), CO (MeOH). The reagents and catalysts are [Pd] (Pd/C). The solvent is CCOC(=O)C (EtOAc). Conditions: time 4.5 hour. The product is NC1=NC=NN2C1=C(C=C2)C(=O)C=2C=C(C=CC2)NC(=O)NC2=CC(=NN2C)C2CC2 (1-{3-[(4-aminopyrrolo[2,1-f][1,2,4]triazin-5-yl)carbonyl]phenyl}-3-(3-cyclopropyl-1-methyl-1H-pyrazol-5-yl)urea). Reaction SMILES: [NH2:1][C:2]1[C:7]2=[C:8]([C:12]([C:14]3[CH:15]=[C:16]([NH:20][C:21]([NH:23][C:24]4[N:28]([CH3:29])[N:27]=[C:26]([CH:30]5[CH2:32][CH2:31]5)[CH:25]=4)=[O:22])[CH:17]=[CH:18][CH:19]=3)=[O:13])[CH:9]=[C:10](Br)[N:6]2[N:5]=[CH:4][N:3]=1.CO>CCOC(C)=O.[Pd]>[NH2:1][C:2]1[C:7]2=[C:8]([C:12]([C:14]3[CH:15]=[C:16]([NH:20][C:21]([NH:23][C:24]4[N:28]([CH3:29])[N:27]=[C:26]([CH:30]5[CH2:32][CH2:31]5)[CH:25]=4)=[O:22])[CH:17]=[CH:18][CH:19]=3)=[O:13])[CH:9]=[CH:10][N:6]2[N:5]=[CH:4][N:3]=1. Procedure: The above crude 99A was dissolved in EtOAc (20 mL) and MeOH (20 mL) and treated with 10% Pd/C. The reaction mixture was stirred under a hydrogen atmosphere for 4.5 hours and then filtered to remove the catalyst. The filtrate was concentrated and the resulting solid was collected by filtration, rinsed with EtOAc and dried to give the desired product (23 mg). Compound 99B had an analytical HPLC retention time=2.433 min. (Chromolith SpeedROD column 4.6×50 mm, 10%-90% aqueous methanol over 4 minutes... Starting materials: ClC1=CC=C(C=C1)C1=NSC2=C1C=CC(=C2)C#CCO (3-[3-(4-Chloro-phenyl)-benzo[d]isothiazol-6-yl]-prop-2-yn-1-ol), CS(=O)(=O)Cl (methane sulfonyl chloride). Product: ClC1=CC=C(C=C1)C1=NSC2=C1C=CC(=C2)C#CCOS(=O)(=O)C (Methanesulfonic acid 3-[3-(4-chloro-phenyl)-benzo[d]isothiazol-6-yl]-prop-2-ynyl ester). Reaction SMILES: [Cl:1][C:2]1[CH:7]=[CH:6][C:5]([C:8]2[C:12]3[CH:13]=[CH:14][C:15]([C:17]#[C:18][CH2:19][OH:20])=[CH:16][C:11]=3[S:10][N:9]=2)=[CH:4][CH:3]=1.[CH3:21][S:22](Cl)(=[O:24])=[O:23]>>[Cl:1][C:2]1[CH:3]=[CH:4][C:5]([C:8]2[C:12]3[CH:13]=[CH:14][C:15]([C:17]#[C:18][CH2:19][O:20][S:22]([CH3:21])(=[O:24])=[O:23])=[CH:16][C:11]=3[S:10][N:9]=2)=[CH:6][CH:7]=1. Procedure details: In analogy to example 15.1, 3-[3-(4-Chloro-phenyl)-benzo[d]isothiazol-6-yl]-prop-2-yn-1-ol and methane sulfonyl chloride were converted to yield Methanesulfonic acid 3-[3-(4-chloro-phenyl)-benzo[d]isothiazol-6-yl]-prop-2-ynyl ester as a brown oil, MS: 377 (M, 1Cl). Starting materials: BrB(Br)Br, O=C([O-])O, COc1cc(CC2CN(Cc3ccccc3)CCN2C(=O)c2cc(C(F)(F)F)cc(C(F)(F)F)c2)ccc1C, ClCCl, [Na+]. Yields the product Cc1ccc(CC2CN(Cc3ccccc3)CCN2C(=O)c2cc(C(F)(F)F)cc(C(F)(F)F)c2)cc1O. Reaction SMILES: [B:40]([Br:41])([Br:42])[Br:43].[C:44](=[O:45])([O-:46])[OH:47].[CH2:1]([c:2]1[cH:3][cH:4][cH:5][cH:6][cH:7]1)[N:8]1[CH2:9][CH:10]([CH2:30][c:31]2[cH:32][c:33]([O:38][CH3:39])[c:34]([CH3:37])[cH:35][cH:36]2)[N:11]([C:14]([c:15]2[cH:16][c:17]([C:25]([F:26])([F:27])[F:28])[cH:18][c:19]([C:21]([F:22])([F:23])[F:24])[cH:20]2)=[O:29])[CH2:12][CH2:13]1.[Cl:49][CH2:50][Cl:51].[Na+:48]>>[CH2:1]([c:2]1[cH:3][cH:4][cH:5][cH:6][cH:7]1)[N:8]1[CH2:9][CH:10]([CH2:30][c:31]2[cH:32][c:33]([OH:38])[c:34]([CH3:37])[cH:35][cH:36]2)[N:11]([C:14]([c:15]2[cH:16][c:17]([C:25]([F:26])([F:27])[F:28])[cH:18][c:19]([C:21]([F:22])([F:23])[F:24])[cH:20]2)=[O:29])[CH2:12][CH2:13]1. The reactants are OC1(CC(CC(C1)C)(C)C)C#C (1-Hydroxy-1-ethynyl-3,3,5-trimethyl-cyclohexane), CC1(C=C(CC(C1)C)C(CCC=C)=O)C (1-(3,3,5-trimethyl-cyclohex-1-en-1-yl)-pent-4-en-1-one), ( d ). As a reaction SMILES: O[C:2]1(C#C)CC(C)CC(C)(C)C1.[CH3:13][C:14]1([CH3:27])[CH2:19][CH:18](C)[CH2:17][C:16]([C:21](=[O:26])[CH2:22][CH2:23][CH:24]=[CH2:25])=[CH:15]1>>[CH3:27][C:14]1([CH3:13])[CH:19]([CH3:2])[CH2:18][CH:17]=[C:16]([C:21](=[O:26])[CH2:22][CH2:23][CH:24]=[CH2:25])[CH2:15]1. Product: CC1(CC(=CCC1C)C(CCC=C)=O)C (1-(3,3,4-trimethyl-cyclohex-6-en-1-yl)-pent-4-en-1-one). Procedure: 1-Hydroxy-1-ethynyl-3,3,5-trimethyl-cyclohexane used as starting material for the following preparation was prepared in accordance with W. Ziegenstein, "Aethinylierung und Alkinylierung", p. 9, Verlag Chemie (1963). The conversion into 1-(3,3,5-trimethyl-cyclohex-1-en-1-yl)-pent-4-en-1-one was performed according to the procedure described in pathway I, paragraph (d). The analytical data were as follows: